The task is: describe an organic reaction: reactants, conditions, products, and yield. This data is from the Open Reaction Database (ORD), a public repository of structured organic reaction records. Yields the product CC(C)(C)OC(=O)Nc1cc(F)c(F)cc1C(=O)NCC(=O)NCC1CCN(Cc2ccc(O)c([N+](=O)[O-])c2)CC1. The reactants are CC(C)(C)OC(=O)Nc1cc(F)c(F)cc1C(=O)NCC(=O)NCC1CCNCC1, [BH3-]C#N, CC(=O)O, CO, [Na+], O=Cc1ccc(O)c([N+](=O)[O-])c1. As a reaction SMILES: [C:1]([CH3:2])([CH3:3])([CH3:4])[O:5][C:6](=[O:7])[NH:8][c:9]1[c:10]([C:11](=[O:12])[NH:13][CH2:14][C:15](=[O:16])[NH:17][CH2:18][CH:19]2[CH2:20][CH2:21][NH:22][CH2:23][CH2:24]2)[cH:25][c:26]([F:30])[c:27]([F:29])[cH:28]1.[C:47]([BH3-:48])#[N:49].[CH3:43][C:44](=[O:45])[OH:46].[CH3:51][OH:52].[Na+:50].[OH:31][c:32]1[c:33]([N+:40](=[O:41])[O-:42])[cH:34][c:35]([CH:36]=[O:37])[cH:38][cH:39]1>>[C:1]([CH3:2])([CH3:3])([CH3:4])[O:5][C:6](=[O:7])[NH:8][c:9]1[c:10]([C:11](=[O:12])[NH:13][CH2:14][C:15](=[O:16])[NH:17][CH2:18][CH:19]2[CH2:20][CH2:21][N:22]([CH2:36][c:35]3[cH:34][c:33]([N+:40](=[O:41])[O-:42])[c:32]([OH:31])[cH:39][cH:38]3)[CH2:23][CH2:24]2)[cH:25][c:26]([F:30])[c:27]([F:29])[cH:28]1. Starting materials: CC(C)(C)O[K], CCOC(=O)C(CCBr)C1CCN(Cc2ccccc2)CC1, CCOC(C)=O, C1CCOC1, O. Product: CCOC(=O)C1(C2CCN(Cc3ccccc3)CC2)CC1. Reaction SMILES: [C:23]([O:24][K:25])([CH3:26])([CH3:27])[CH3:28].[CH2:1]([c:2]1[cH:3][cH:4][cH:5][cH:6][cH:7]1)[N:8]1[CH2:9][CH2:10][CH:11]([CH:14]([C:15](=[O:16])[O:17][CH2:18][CH3:19])[CH2:20][CH2:21][Br:22])[CH2:12][CH2:13]1.[CH3:30][CH2:31][O:32][C:33](=[O:34])[CH3:35].[O:36]1[CH2:37][CH2:38][CH2:39][CH2:40]1.[OH2:29]>>[CH2:1]([c:2]1[cH:3][cH:4][cH:5][cH:6][cH:7]1)[N:8]1[CH2:9][CH2:10][CH:11]([C:14]2([C:15](=[O:16])[O:17][CH2:18][CH3:19])[CH2:20][CH2:21]2)[CH2:12][CH2:13]1. Reported procedure: 1.0 g of 2,3-diaminobenzoic acid is dissolved into 20 ml of glacial acetic acid. Triethyl orthoformate (2.1 eq.) is added into the above mixture at temperature of 0° C.; and to stir it for 2 hours at temperature of 0˜5° C.; and 150 ml of water is added into it, and then to isolate and filter to produce 2-ethoxy-1H-benzimidazole-4-formic acid. The yield is about 89%. 2-ethoxy-1H-benzimidzzole-4-formic acid is added into 15 ml of thionyl chloride, and to react for 60 minutes, and after end of the ... The product is C(C)OC1=NC2=C(N1)C=CC=C2C(=O)O (2-ethoxy-1H-benzimidazole-4-formic acid). Run in O (water). Reaction SMILES: [NH2:1][C:2]1[C:10]([NH2:11])=[CH:9][CH:8]=[CH:7][C:3]=1[C:4]([OH:6])=[O:5].C(O)(=O)C.[CH:16](OCC)(OCC)[O:17][CH2:18][CH3:19]>O>[CH2:18]([O:17][C:16]1[NH:11][C:10]2[CH:9]=[CH:8][CH:7]=[C:3]([C:4]([OH:6])=[O:5])[C:2]=2[N:1]=1)[CH3:19]. The yield is 89.0%. Starting materials: NC1=C(C(=O)O)C=CC=C1N (2,3-diaminobenzoic acid), C(C)(=O)O (acetic acid), C(OCC)(OCC)OCC (Triethyl orthoformate). Run at time 2 hour. The reactants are solid, BrC1=CC(=CC=2C=C3N(C12)CCNC3=O)C (6-bromo-8-methyl-3,4-dihydro-2H-pyrazino[1,2-a]indol-1-one), BrC1=CC(=CC=2C=C3N(C12)CCNC3=O)C (6-bromo-8-methyl-3,4-dihydro-2H-pyrazino[1,2-a]indol-1-one), ClC1=CC=C(C=C1)B(O)O (4-chloro-phenylboronic acid). Product: ClC1=CC=C(C=C1)C1=CC(=CC=2C=C3N(C12)CCNC3=O)C (6-(4-Chloro-phenyl)-8-methyl-3,4-dihydro-2H-pyrazino[1,2-a]indol-1-one). RXN SMILES: Br[C:2]1[C:10]2[N:9]3[CH2:11][CH2:12][NH:13][C:14](=[O:15])[C:8]3=[CH:7][C:6]=2[CH:5]=[C:4]([CH3:16])[CH:3]=1.[Cl:17][C:18]1[CH:23]=[CH:22][C:21](B(O)O)=[CH:20][CH:19]=1>>[Cl:17][C:18]1[CH:23]=[CH:22][C:21]([C:2]2[C:10]3[N:9]4[CH2:11][CH2:12][NH:13][C:14](=[O:15])[C:8]4=[CH:7][C:6]=3[CH:5]=[C:4]([CH3:16])[CH:3]=2)=[CH:20][CH:19]=1. Procedure: The title compound, white solid (45 mg, 78%), MS (ISP) m/z=311.4 [(M+H)+], mp 269° C., was prepared in accordance with the general method of example 1 from 6-bromo-8-methyl-3,4-dihydro-2H-pyrazino[1,2-a]indol-1-one (intermediate 10) (52 mg, 0.186 mmol) and commercially available 4-chloro-phenylboronic acid (37.9 mg, 0.24 mmol). Reactants: CCO, O=C1Cc2cc(S(=O)(=O)Cl)ccc2N1, NCCN1CCOCC1. Yields the product O=C1Cc2cc(S(=O)(=O)NCCN3CCOCC3)ccc2N1. RXN SMILES: [CH3:24][CH2:25][OH:26].[Cl:1][S:2](=[O:3])(=[O:4])[c:5]1[cH:6][c:7]2[c:11]([cH:12][cH:13]1)[NH:10][C:9](=[O:14])[CH2:8]2.[NH2:15][CH2:16][CH2:17][N:18]1[CH2:19][CH2:20][O:21][CH2:22][CH2:23]1>>[S:2](=[O:3])(=[O:4])([c:5]1[cH:6][c:7]2[c:11]([cH:12][cH:13]1)[NH:10][C:9](=[O:14])[CH2:8]2)[NH:15][CH2:16][CH2:17][N:18]1[CH2:19][CH2:20][O:21][CH2:22][CH2:23]1. Starting materials: C(C(F)(F)F)O (trifluoroethanol), CC1([C@@H]([C@@H]1\C=C/C(O)=O)C(=O)OCC1=CC=CC=C1)C (benzyl(1R,cis,Z)2,2-dimethyl-3- [3-oxo-3-hydroxy-1-propenyl]-cyclopropane-carboxylate). Solvent: C(Cl)(Cl)Cl (chloroform). The product is CC1([C@@H]([C@@H]1\C=C/C(OCC(F)(F)F)=O)C(=O)OCC1=CC=CC=C1)C (benzyl(1R,cis,Z)2,2-dimethyl-3-[3-oxo-3-(2,2,2-trifluoroethoxy)-1-propenyl]-cyclopropane-carboxylate). As a reaction SMILES: [CH2:1]([OH:6])[C:2]([F:5])([F:4])[F:3].[CH3:7][C:8]1([CH3:26])[C@@H:10](/[CH:11]=[CH:12]\[C:13](=O)[OH:14])[C@H:9]1[C:16]([O:18][CH2:19][C:20]1[CH:25]=[CH:24][CH:23]=[CH:22][CH:21]=1)=[O:17]>C(Cl)(Cl)Cl>[CH3:7][C:8]1([CH3:26])[C@@H:10](/[CH:11]=[CH:12]\[C:13](=[O:14])[O:6][CH2:1][C:2]([F:5])([F:4])[F:3])[C@H:9]1[C:16]([O:18][CH2:19][C:20]1[CH:25]=[CH:24][CH:23]=[CH:22][CH:21]=1)=[O:17]. Reported procedure: Using the procedure of Example 53, trifluoroethanol and the product of Step B of Example 57 were reacted to obtain benzyl(1R,cis,Z)2,2-dimethyl-3-[3-oxo-3-(2,2,2-trifluoroethoxy)-1-propenyl]-cyclopropane-carboxylate with a specific rotation of [α]D20 =+45° (c=0.6% in chloroform). Starting materials: C1=CC=C(C=C1)COC(=O)/N=N/C(=O)OCC2=CC=CC=C2 (DBAD), N1=C(C=CC=C1)C=1C=C(C=2C=CC=NC2C1)O (7-(Pyridin-2-yl)quinolin-5-ol), O[C@@H](C)[C@@H]1CC(N(C1)[C@@H](C)C1=CC=C(C=C1)OC)=O ((R)-4-((S)-1-hydroxyethyl)-1-((S)-1-(4-methoxyphenyl)ethyl)pyrrolidin-2-one), C1(=CC=CC=C1)P(C1=CC=CC=C1)C1=CC=CC=C1 (triphenylphosphin). The solvent is C(Cl)Cl (DCM), C(Cl)Cl (DCM). Run at time 14 hour. Yields the product N1=C(C=CC=C1)C1=CC(=C2C=CC=NC2=C1)O[C@H](C)[C@@H]1CC(NC1)=O ((R)-4-((R)-1-(7-(pyridin-2-yl)quinolin-5-yloxy)ethyl)pyrrolidin-2-one). Reaction SMILES: [N:1]1[CH:6]=[CH:5][CH:4]=[CH:3][C:2]=1[C:7]1[CH:8]=[C:9]([OH:17])[C:10]2[CH:11]=[CH:12][CH:13]=[N:14][C:15]=2[CH:16]=1.O[C@H:19]([C@H:21]1[CH2:25][N:24]([C@H](C2C=CC(OC)=CC=2)C)[C:23](=[O:36])[CH2:22]1)[CH3:20].C1(P(C2C=CC=CC=2)C2C=CC=CC=2)C=CC=CC=1.C1C=CC(COC(/N=N/C(OCC2C=CC=CC=2)=O)=O)=CC=1>C(Cl)Cl>[N:1]1[CH:6]=[CH:5][CH:4]=[CH:3][C:2]=1[C:7]1[CH:16]=[C:15]2[C:10]([CH:11]=[CH:12][CH:13]=[N:14]2)=[C:9]([O:17][C@@H:19]([C@H:21]2[CH2:25][NH:24][C:23](=[O:36])[CH2:22]2)[CH3:20])[CH:8]=1. Procedure details: 20 mg of 7-(Pyridin-2-yl)quinolin-5-ol, 30 mg of ((R)-4-((S)-1-hydroxyethyl)-1-((S)-1-(4-methoxyphenyl)ethyl)pyrrolidin-2-one and 50 mg of triphenylphosphin was dissolved in 2 mL of DCM. 45 mg of DBAD was added and the mixture stirred for 14 h at room temperature. The mixture was diluted with DCM and extracted with 1N NaOH and water. The organic phase was concentrated in vacuo and dissolved in 0.5 mL of TFA and heated 30 min at 90° C. in the microwave. The mixture was purified with HPLC (Xbridge... The reactants are CCOC=C(C(=O)OCC)C(=O)OCC, CCOc1cscc1N. The product is CCOC(=O)C(=CNc1cscc1OCC)C(=O)OCC. As a reaction SMILES: [CH2:10]([O:11][CH:13]=[C:14]([C:15](=[O:16])[O:17][CH2:18][CH3:19])[C:20](=[O:21])[O:22][CH2:23][CH3:24])[CH3:12].[NH2:1][c:2]1[cH:3][s:4][cH:5][c:6]1[O:7][CH2:8][CH3:9]>>[NH:1]([c:2]1[cH:3][s:4][cH:5][c:6]1[O:7][CH2:8][CH3:9])[CH:13]=[C:14]([C:15](=[O:16])[O:17][CH2:18][CH3:19])[C:20](=[O:21])[O:22][CH2:23][CH3:24]. The reactants are C(=O)=O.CC(=O)C (dry ice acetone), B(Br)(Br)Br (Boron tribromide), C(=O)=O.CC(=O)C (dry ice acetone), solution, BrC=1C=C(C=CC1OC)C1=CC=C(C=C1)CN(C(=O)C1=C(OC2=C1C=CC=C2)CCCC)C (N-[(3′-bromo-4′-methoxy-1,1′-biphenyl-4-yl)methyl]-2-butyl-N-methyl-1-benzofuran-3-carboxamide), O (water). Solvent: C(Cl)Cl (methylene chloride), C(Cl)Cl (methylene chloride). Reaction conditions: time 1.5 hour. Yields the product BrC=1C=C(C=CC1O)C1=CC=C(C=C1)CN(C(=O)C1=C(OC2=C1C=CC=C2)CCCC)C (N-[(3′-bromo-4′-hydroxy-1,1′-biphenyl-4-yl)methyl]-2-butyl-N-methyl-1-benzofuran-3-carboxamide). The yield is 100.8%. As a reaction SMILES: B(Br)(Br)Br.[Br:5][C:6]1[CH:7]=[C:8]([C:14]2[CH:19]=[CH:18][C:17]([CH2:20][N:21]([CH3:37])[C:22]([C:24]3[C:28]4[CH:29]=[CH:30][CH:31]=[CH:32][C:27]=4[O:26][C:25]=3[CH2:33][CH2:34][CH2:35][CH3:36])=[O:23])=[CH:16][CH:15]=2)[CH:9]=[CH:10][C:11]=1[O:12]C.C(=O)=O.CC(C)=O.O>C(Cl)Cl>[Br:5][C:6]1[CH:7]=[C:8]([C:14]2[CH:15]=[CH:16][C:17]([CH2:20][N:21]([CH3:37])[C:22]([C:24]3[C:28]4[CH:29]=[CH:30][CH:31]=[CH:32][C:27]=4[O:26][C:25]=3[CH2:33][CH2:34][CH2:35][CH3:36])=[O:23])=[CH:18][CH:19]=2)[CH:9]=[CH:10][C:11]=1[OH:12] |f:2.3|. Procedure details: Boron tribromide (31.8 mL of a 1 M solution in methylene chloride; 31.8 mmol) was added under nitrogen dropwise over 30 minutes to a solution of N-[(3′-bromo-4′-methoxy-1,1′-biphenyl-4-yl)methyl]-2-butyl-N-methyl-1-benzofuran-3-carboxamide (5.37 g, 10.6 mmol), prepared in the previous step, in 150 mL of methylene chloride at dry ice-acetone temperature. After the addition the dry ice-acetone bath was replaced with an ice bath and the stirring continued for 1.5 h. At ice bath temperature-water wa... RXN SMILES: C([O:4][C@@H:5]1[C@@H:10]([O:11]C(=O)C)[C@H:9]([OH:15])[C@@H:8]([CH2:16][O:17]C(=O)C)[O:7][C@H:6]1[C:21]1[CH:26]=[C:25]([O:27][CH3:28])[C:24]([Cl:29])=[C:23]([CH2:30][C:31]2[CH:36]=[CH:35][C:34]([O:37][CH2:38][CH3:39])=[CH:33][CH:32]=2)[CH:22]=1)(=O)C.C[O-].[Na+].CC(O)=O>CO>[Cl:29][C:24]1[C:25]([O:27][CH3:28])=[CH:26][C:21]([C@H:6]2[C@H:5]([OH:4])[C@@H:10]([OH:11])[C@H:9]([OH:15])[C@@H:8]([CH2:16][OH:17])[O:7]2)=[CH:22][C:23]=1[CH2:30][C:31]1[CH:36]=[CH:35][C:34]([O:37][CH2:38][CH3:39])=[CH:33][CH:32]=1 |f:1.2|. The solvent is CO (MeOH). The product is ClC1=C(C=C(C=C1OC)[C@@H]1O[C@@H]([C@H]([C@@H]([C@H]1O)O)O)CO)CC1=CC=C(C=C1)OCC ((2S,3R,4R,5S,6R)-2-(4-Chloro-3-(4-ethoxybenzyl)-5-methoxyphenyl)-6-(hydroxymethyl)tetrahydro-2H-pyran-3,4,5-triol). Reaction conditions: time 1 hour. Reactants: C[O-].[Na+] (NaOMe), C(C)(=O)O[C@H]1[C@@H](O[C@@H]([C@H]([C@@H]1OC(C)=O)O)COC(C)=O)C1=CC(=C(C(=C1)OC)Cl)CC1=CC=C(C=C1)OCC ((2S,3S,4S,5R,6R)-6-(Acetoxymethyl)-2-(4-chloro-3-(4-ethoxybenzyl)-5-methoxyphenyl)-5-hydroxytetrahydro-2H-pyran-3,4-diyl diacetate), CC(=O)O (AcOH). Procedure details: To a suspension of acetate 74-5 (2.5 g, 4.12 mmol) in MeOH (40 mL) was added NaOMe (25 wt % in MeOH, 0.75 mL) at room temperature. The mixture was stirred at room temperature for 1 hour. Glacial AcOH was added to the mixture to acidify the mixture. The mixture was concentrated under reduced pressure. The residue was carried on to the next step without purification.